The task is: describe an organic reaction: reactants, conditions, products, and yield. This data is from the Open Reaction Database (ORD), a public repository of structured organic reaction records. Reactants: FC1=CC=C(C=C1)C1=C(N(N=N1)C)C=1N=CN(C1)C1=CC=C(C(=O)O)C=C1 (4-{4-[5-(4-fluoro-phenyl)-3-methyl-3H-[1,2,3]triazol-4-yl]-imidazol-1-yl}-benzoic acid), NC1CCOCC1 (4-aminotetrahydropyran). Product: FC1=CC=C(C=C1)C1=C(N(N=N1)C)C=1N=CN(C1)C1=CC=C(C(=O)NC2CCOCC2)C=C1 (4-{4-[5-(4-Fluoro-phenyl)-3-methyl-3H-[1,2,3]triazol-4-yl]-imidazol-1-yl}-N-(tetrahydropyran-4-yl)-benzamide). The yield is 79.0%. As a reaction SMILES: [F:1][C:2]1[CH:7]=[CH:6][C:5]([C:8]2[N:12]=[N:11][N:10]([CH3:13])[C:9]=2[C:14]2[N:15]=[CH:16][N:17]([C:19]3[CH:27]=[CH:26][C:22]([C:23]([OH:25])=O)=[CH:21][CH:20]=3)[CH:18]=2)=[CH:4][CH:3]=1.[NH2:28][CH:29]1[CH2:34][CH2:33][O:32][CH2:31][CH2:30]1>>[F:1][C:2]1[CH:3]=[CH:4][C:5]([C:8]2[N:12]=[N:11][N:10]([CH3:13])[C:9]=2[C:14]2[N:15]=[CH:16][N:17]([C:19]3[CH:20]=[CH:21][C:22]([C:23]([NH:28][CH:29]4[CH2:34][CH2:33][O:32][CH2:31][CH2:30]4)=[O:25])=[CH:26][CH:27]=3)[CH:18]=2)=[CH:6][CH:7]=1. Procedure: As described for example 3b, 4-{4-[5-(4-fluoro-phenyl)-3-methyl-3H-[1,2,3]triazol-4-yl]-imidazol-1-yl}-benzoic acid (75 mg, 0.21 mmol) was converted, using 4-aminotetrahydropyran instead of isopropylamine, to the title compound (73 mg, 79%) which was obtained as a white solid. MS: m/e=447.3 [M+H]+.